The task is: describe an organic reaction: reactants, conditions, products, and yield. This data is from the Open Reaction Database (ORD), a public repository of structured organic reaction records. Starting materials: ClC1=CC=C(C(=O)C2=C(C=CC=C2)C=2C(=NOC2\C=N\[S@](=O)C(C)(C)C)C)C=C1 ((R,E)-N-((4-(2-(4-chlorobenzoyl)phenyl)-3-methylisoxazol-5-yl)methylene)-2-methylpropane-2-sulfinamide), [Cl-].C(C)(C)(C)OC(C[Zn+])=O ((2-tert-butoxy-2-oxoethyl)zinc(II) chloride). The reagents and catalysts are [Zn] (zinc). Solvent: C1CCOC1 (THF). Run at temperature 0 celsius, time 3 hour. Product: ClC1=CC=C(C(=O)C2=C(C=CC=C2)C=2C(=NOC2[C@H](CC(=O)OC(C)(C)C)N[S@](=O)C(C)(C)C)C)C=C1 ((3S)-tert-butyl 3-(4-(2-(4-chlorobenzoyl)phenyl)-3-methylisoxazol-5-yl)-3-((R)-1,1-dimethylethylsulfinamido)propanoate), ClC1=CC=C(C(=O)C2=C(C=CC=C2)C=2C(=NOC2[C@@H](CC(=O)OC(C)(C)C)N[S@](=O)C(C)(C)C)C)C=C1 ((3R)-tert-butyl 3-(4-(2-(4-chlorobenzoyl)phenyl)-3-methylisoxazol-5-yl)-3-((R)-1,1-dimethylethylsulfinamido)propanoate). RXN SMILES: [Cl:1][C:2]1[CH:29]=[CH:28][C:5]([C:6]([C:8]2[CH:13]=[CH:12][CH:11]=[CH:10][C:9]=2[C:14]2[C:15]([CH3:27])=[N:16][O:17][C:18]=2/[CH:19]=[N:20]/[S@@:21]([C:23]([CH3:26])([CH3:25])[CH3:24])=[O:22])=[O:7])=[CH:4][CH:3]=1.[Cl-].[C:31]([O:35][C:36](=[O:39])[CH2:37][Zn+])([CH3:34])([CH3:33])[CH3:32]>C1COCC1.[Zn]>[Cl:1][C:2]1[CH:3]=[CH:4][C:5]([C:6]([C:8]2[CH:13]=[CH:12][CH:11]=[CH:10][C:9]=2[C:14]2[C:15]([CH3:27])=[N:16][O:17][C:18]=2[C@@H:19]([NH:20][S@@:21]([C:23]([CH3:25])([CH3:24])[CH3:26])=[O:22])[CH2:37][C:36]([O:35][C:31]([CH3:34])([CH3:33])[CH3:32])=[O:39])=[O:7])=[CH:28][CH:29]=1.[Cl:1][C:2]1[CH:3]=[CH:4][C:5]([C:6]([C:8]2[CH:13]=[CH:12][CH:11]=[CH:10][C:9]=2[C:14]2[C:15]([CH3:27])=[N:16][O:17][C:18]=2[C@H:19]([NH:20][S@@:21]([C:23]([CH3:25])([CH3:24])[CH3:26])=[O:22])[CH2:37][C:36]([O:35][C:31]([CH3:34])([CH3:33])[CH3:32])=[O:39])=[O:7])=[CH:28][CH:29]=1 |f:1.2|. Reported procedure: To a round bottomed flask was added (R,E)-N-((4-(2-(4-chlorobenzoyl)phenyl)-3-methylisoxazol-5-yl)methylene)-2-methylpropane-2-sulfinamide (0.083 g, 0.194 mmol) in THF (0.5 mL). This solution was cooled to 0° C. before addition of (2-tert-butoxy-2-oxoethyl)zinc(II) chloride (0.464 mL, 0.232 mmol) and stirring at 0° C. for 1 h before addition of another more zinc reagent (0.388 mL, 0.194 mmol). After stirring 3 h at 0° C. the solution was quenched with aqueous ammonium chloride solution and EtOAc... The reactants are C[Al](C)C (Trimethylaluminum), ClC1=CC=C(CN)C=C1 (4-chlorobenzylamine), OC1=C(C=NC2=CC=C(N=C12)C#CCO)C(=O)OCC (ethyl 4-hydroxy-6-(3-hydroxy-1-propynyl)[1,5]naphthyridine-3-carboxylate). Solvent: C(Cl)Cl (CH2Cl2). Conditions: time 3.5 hour. The product is ClC1=CC=C(CNC(=O)C=2C=NC3=CC=C(N=C3C2O)C#CCO)C=C1 (N-(4-chlorobenzyl)-4-hydroxy-6-(3-hydroxy-1-propynyl)[1,5]naphthyridine-3-carboxamide). Reaction SMILES: C[Al](C)C.[Cl:5][C:6]1[CH:13]=[CH:12][C:9]([CH2:10][NH2:11])=[CH:8][CH:7]=1.[OH:14][C:15]1[C:24]2[C:19](=[CH:20][CH:21]=[C:22]([C:25]#[C:26][CH2:27][OH:28])[N:23]=2)[N:18]=[CH:17][C:16]=1[C:29](OCC)=[O:30]>C(Cl)Cl>[Cl:5][C:6]1[CH:13]=[CH:12][C:9]([CH2:10][NH:11][C:29]([C:16]2[CH:17]=[N:18][C:19]3[C:24]([C:15]=2[OH:14])=[N:23][C:22]([C:25]#[C:26][CH2:27][OH:28])=[CH:21][CH:20]=3)=[O:30])=[CH:8][CH:7]=1. Procedure: Trimethylaluminum (2 M in toluene, 42 μL) is added dropwise to a room temperature solution of 4-chlorobenzylamine (17 μL) in CH2Cl2 (1 mL) under nitrogen. The solution is stirred for 5 minutes before the addition in one portion of ethyl 4-hydroxy-6-(3-hydroxy-1-propynyl)[1,5]naphthyridine-3-carboxylate (Preparation 2, 19 mg). The reaction is stirred at room temperature for 3.5 h. The reaction mixture is partitioned with dil. aq. HCl (2 mL) and extracted with CH2Cl2 (2×2 mL). After drying over Mg... Starting materials: C(CC)C1=NC2=C(N1CC1=CC=C(C=C1)C=1C(=CC=CC1)C(=O)OC(C)(C)C)C=C(C=C2)C=2N(CCN2)C (tert.-butyl 4'-[[2-n-propyl-6-(1-methyl-imidazolin-2-yl)-benzimidazol-1-yl]methyl]biphenyl-2-carboxylate), FC(C(=O)O)(F)F (trifluoroacetic acid). Run in C(Cl)Cl (methylene chloride). Product: C(CC)C1=NC2=C(N1CC1=CC=C(C=C1)C=1C(=CC=CC1)C(=O)O)C=C(C=C2)C=2N(CCN2)C (4'-[[2-n-Propyl-6-(1-methyl-imidazolin-2-yl)-benzimidazol-1-yl]methyl]biphenyl-2-carboxylic acid). RXN SMILES: [CH2:1]([C:4]1[N:8]([CH2:9][C:10]2[CH:15]=[CH:14][C:13]([C:16]3[C:17]([C:22]([O:24]C(C)(C)C)=[O:23])=[CH:18][CH:19]=[CH:20][CH:21]=3)=[CH:12][CH:11]=2)[C:7]2[CH:29]=[C:30]([C:33]3[N:34]([CH3:38])[CH2:35][CH2:36][N:37]=3)[CH:31]=[CH:32][C:6]=2[N:5]=1)[CH2:2][CH3:3].FC(F)(F)C(O)=O>C(Cl)Cl>[CH2:1]([C:4]1[N:8]([CH2:9][C:10]2[CH:15]=[CH:14][C:13]([C:16]3[C:17]([C:22]([OH:24])=[O:23])=[CH:18][CH:19]=[CH:20][CH:21]=3)=[CH:12][CH:11]=2)[C:7]2[CH:29]=[C:30]([C:33]3[N:34]([CH3:38])[CH2:35][CH2:36][N:37]=3)[CH:31]=[CH:32][C:6]=2[N:5]=1)[CH2:2][CH3:3]. Reported procedure: Prepared analogously to Example 1 from tert.-butyl 4'-[[2-n-propyl-6-(1-methyl-imidazolin-2-yl)-benzimidazol-1-yl]methyl]biphenyl-2-carboxylate and trifluoroacetic acid in methylene chloride. Product: CC(=O)SC1CC(C(=O)N2CCCCC2)N(C(=O)OC(C)(C)C)C1. The reactants are Cc1ccc(S(=O)(=O)OC2CC(C(=O)N3CCCCC3)N(C(=O)OC(C)(C)C)C2)cc1, CC([O-])=S, [K+], CN(C)C=O. As a reaction SMILES: [C:1]([CH3:2])([CH3:3])([CH3:4])[O:5][C:6](=[O:7])[N:8]1[CH:9]([C:24](=[O:25])[N:26]2[CH2:27][CH2:28][CH2:29][CH2:30][CH2:31]2)[CH2:10][CH:11]([O:13][S:14]([c:15]2[cH:16][cH:17][c:18]([CH3:19])[cH:20][cH:21]2)(=[O:22])=[O:23])[CH2:12]1.[C:32]([CH3:33])(=[S:34])[O-:35].[K+:36].[O:37]=[CH:38][N:39]([CH3:40])[CH3:41]>>[C:1]([CH3:2])([CH3:3])([CH3:4])[O:5][C:6](=[O:7])[N:8]1[CH:9]([C:24](=[O:25])[N:26]2[CH2:27][CH2:28][CH2:29][CH2:30][CH2:31]2)[CH2:10][CH:11]([S:34][C:32]([CH3:33])=[O:35])[CH2:12]1. The reactants are [Al+3], [Br-], COc1ccc(C(=O)CCCc2ccccc2)cc1, [Cl-], [Cl-], [Cl-]. Product: COc1ccc(C(=O)C(Br)CCc2ccccc2)cc1. RXN SMILES: [Al+3:22].[Br-:20].[CH3:1][O:2][c:3]1[cH:4][cH:5][c:6]([C:9]([CH2:10][CH2:11][CH2:12][c:13]2[cH:14][cH:15][cH:16][cH:17][cH:18]2)=[O:19])[cH:7][cH:8]1.[Cl-:21].[Cl-:23].[Cl-:24]>>[CH3:1][O:2][c:3]1[cH:4][cH:5][c:6]([C:9]([CH:10]([CH2:11][CH2:12][c:13]2[cH:14][cH:15][cH:16][cH:17][cH:18]2)[Br:20])=[O:19])[cH:7][cH:8]1. Starting materials: CCO, N#Cc1cc2cc(-c3cc(CC(=O)O)cc(-c4ccccc4)c3O)[nH]c2cc1Cl, NO. Product: N=C(NO)c1cc2cc(-c3cc(CC(=O)O)cc(-c4ccccc4)c3O)[nH]c2cc1Cl. Reaction SMILES: [CH3:32][CH2:33][OH:34].[Cl:1][c:2]1[c:3]([C:28]#[N:29])[cH:4][c:5]2[cH:6][c:7](-[c:11]3[cH:12][c:13]([CH2:24][C:25](=[O:26])[OH:27])[cH:14][c:15](-[c:18]4[cH:19][cH:20][cH:21][cH:22][cH:23]4)[c:16]3[OH:17])[nH:8][c:9]2[cH:10]1.[NH2:30][OH:31]>>[Cl:1][c:2]1[c:3]([C:28](=[NH:29])[NH:30][OH:31])[cH:4][c:5]2[cH:6][c:7](-[c:11]3[cH:12][c:13]([CH2:24][C:25](=[O:26])[OH:27])[cH:14][c:15](-[c:18]4[cH:19][cH:20][cH:21][cH:22][cH:23]4)[c:16]3[OH:17])[nH:8][c:9]2[cH:10]1.